This data is from the Open Reaction Database (ORD), a public repository of structured organic reaction records. The task is: describe an organic reaction: reactants, conditions, products, and yield The reactants are C1CCOC1, CSCS(C)=O, CO, ClCCl, O=Cc1cnccc1Oc1ccccc1. Yields the product CSC(=Cc1cnccc1Oc1ccccc1)S(C)=O. Reaction SMILES: [CH2:22]1[O:23][CH2:24][CH2:25][CH2:26]1.[CH3:16][S:17](=[O:18])[CH2:19][S:20][CH3:21].[CH3:27][OH:28].[Cl:29][CH2:30][Cl:31].[O:1]([c:2]1[cH:3][cH:4][cH:5][cH:6][cH:7]1)[c:8]1[c:9]([CH:14]=[O:15])[cH:10][n:11][cH:12][cH:13]1>>[O:1]([c:2]1[cH:3][cH:4][cH:5][cH:6][cH:7]1)[c:8]1[c:9]([CH:14]=[C:19]([S:17]([CH3:16])=[O:18])[S:20][CH3:21])[cH:10][n:11][cH:12][cH:13]1.